This data is from the Open Reaction Database (ORD), a public repository of structured organic reaction records. The task is: describe an organic reaction: reactants, conditions, products, and yield Reaction SMILES: [CH3:1][O:2][C:3]1[CH:17]=[CH:16][C:6]([CH2:7][C:8]2[O:9][CH:10]=[C:11]([C:13]([OH:15])=O)[N:12]=2)=[CH:5][CH:4]=1.[CH3:18][O:19][C:20]1[CH:21]=[C:22]([C:28]2([CH2:33][NH:34]C(C3N=C(CC4C=CC(OC)=CC=4)SC=3)=O)[CH2:32][CH2:31][CH2:30][CH2:29]2)[CH:23]=[CH:24][C:25]=1[O:26][CH3:27]>>[CH3:18][O:19][C:20]1[CH:21]=[C:22]([C:28]2([CH2:33][NH:34][C:13]([C:11]3[N:12]=[C:8]([CH2:7][C:6]4[CH:5]=[CH:4][C:3]([O:2][CH3:1])=[CH:17][CH:16]=4)[O:9][CH:10]=3)=[O:15])[CH2:29][CH2:30][CH2:31][CH2:32]2)[CH:23]=[CH:24][C:25]=1[O:26][CH3:27]. Reported procedure: Starting from 2-(4-Methoxy-benzyl)-oxazole-4-carboxylic acid (25 g, 0.1 mmol) and [2-(3,4-Dimethoxy-phenyl)-2-methyl]-propylamine (47 mg, 0.2 mmol) following a similar procedure reported for the preparation of 2-(4-Methoxy-benzyl)-thiazole-4-carboxylic acid[1-(3,4-dimethoxy-phenyl)-cyclopentylmethyl]-amide, the amide (30 mg, 66%) was obtained as a white solid. ESI-MS m/z calc. 450.5, found 451.2 (M+1)+. Retention time of 3.51 minutes. 1H NMR (400 MHz, CDCl3) δ 1.68-2.19 (m, 8H), 3.50 (d, J=6.3 H... The product is COC=1C=C(C=CC1OC)C1(CCCC1)CNC(=O)C=1N=C(OC1)CC1=CC=C(C=C1)OC (2-(4-Methoxy-benzyl)-oxazole-4-carboxylic acid [1-(3,4-dimethoxy-phenyl)-cyclopentylmethyl]-amide). Isolated yield 66.0%. Starting materials: COC1=CC=C(CC=2OC=C(N2)C(=O)O)C=C1 (2-(4-Methoxy-benzyl)-oxazole-4-carboxylic acid), [2-(3,4-Dimethoxy-phenyl)-2-methyl]-propylamine, COC=1C=C(C=CC1OC)C1(CCCC1)CNC(=O)C=1N=C(SC1)CC1=CC=C(C=C1)OC (2-(4-Methoxy-benzyl)-thiazole-4-carboxylic acid[1-(3,4-dimethoxy-phenyl)-cyclopentylmethyl]-amide). Starting materials: Cl.C(C)(C)(C)C1=CC=C(C=C1)[C@H](C)N ((S)-1-(4-(tert-butyl)phenyl)ethanamine hydrochloride), COC(C(C)(C)OC=1C=C(CN2C(=C(C3=CC(=CC=C23)C(=O)O)C)C)C=CC1)=O (1-(3-((1-methoxy-2-methyl-1-oxopropan-2-yl)oxy)benzyl)-2,3-dimethyl-1H-indole-5-carboxylic acid). Product: C(C)(C)(C)C1=CC=C(C=C1)[C@H](C)NC(=O)C=1C=C2C(=C(N(C2=CC1)CC=1C=C(OC(C(=O)OC)(C)C)C=CC1)C)C ((S)-Methyl 2-(3-((5-((1-(4-(tert-butyl)phenyl)ethyl)carbamoyl)-2,3-dimethyl-1H-indol-1-yl)methyl)phenoxy)-2-methylpropanoate). As a reaction SMILES: Cl.[C:2]([C:6]1[CH:11]=[CH:10][C:9]([C@@H:12]([NH2:14])[CH3:13])=[CH:8][CH:7]=1)([CH3:5])([CH3:4])[CH3:3].[CH3:15][O:16][C:17](=[O:43])[C:18]([O:21][C:22]1[CH:23]=[C:24]([CH:40]=[CH:41][CH:42]=1)[CH2:25][N:26]1[C:34]2[C:29](=[CH:30][C:31]([C:35](O)=[O:36])=[CH:32][CH:33]=2)[C:28]([CH3:38])=[C:27]1[CH3:39])([CH3:20])[CH3:19]>>[C:2]([C:6]1[CH:7]=[CH:8][C:9]([C@@H:12]([NH:14][C:35]([C:31]2[CH:30]=[C:29]3[C:34](=[CH:33][CH:32]=2)[N:26]([CH2:25][C:24]2[CH:23]=[C:22]([CH:42]=[CH:41][CH:40]=2)[O:21][C:18]([CH3:19])([CH3:20])[C:17]([O:16][CH3:15])=[O:43])[C:27]([CH3:39])=[C:28]3[CH3:38])=[O:36])[CH3:13])=[CH:10][CH:11]=1)([CH3:5])([CH3:3])[CH3:4] |f:0.1|. Procedure details: The title compound was prepared following the same protocol as described in Step 5, Example 36, using the (S)-1-(4-(tert-butyl)phenyl)ethanamine hydrochloride instead of the (S)-1-(3-cyclopropylphenyl)ethanamine hydrochloride and the 1-(3-((1-methoxy-2-methyl-1-oxopropan-2-yl)oxy)benzyl)-2,3-dimethyl-1H-indole-5-carboxylic acid instead of the 1-(4-(2-methoxy-2-oxoethoxy)benzyl)-2,3-dimethyl-1H-indole-5-carboxylic acid. Reactants: S1C=CC2=C1C=CC(=C2)CCOCCCN2CC(CC2)N(C)C (1-{3-[2-(1-benzothiophen-5-yl)ethoxy]propyl}-N,N-dimethyl-3-pyrrolidinamine), C(C)(=O)OCC.Cl (hydrogen chloride-ethyl acetate). The solvent is C(C)(=O)OCC (ethyl acetate). Reaction conditions: time 1 hour. Product: Cl.Cl.S1C=CC2=C1C=CC(=C2)CCOCCCN2CC(CC2)N(C)C (1-{3-[2-(1-benzothiophen-5-yl)ethoxy]propyl}-N,N-dimethyl-3-pyrrolidinamine dihydrochloride). Reaction SMILES: [S:1]1[C:5]2[CH:6]=[CH:7][C:8]([CH2:10][CH2:11][O:12][CH2:13][CH2:14][CH2:15][N:16]3[CH2:20][CH2:19][CH:18]([N:21]([CH3:23])[CH3:22])[CH2:17]3)=[CH:9][C:4]=2[CH:3]=[CH:2]1.C(OCC)(=O)C.[ClH:30]>C(OCC)(=O)C>[ClH:30].[ClH:30].[S:1]1[C:5]2[CH:6]=[CH:7][C:8]([CH2:10][CH2:11][O:12][CH2:13][CH2:14][CH2:15][N:16]3[CH2:20][CH2:19][CH:18]([N:21]([CH3:23])[CH3:22])[CH2:17]3)=[CH:9][C:4]=2[CH:3]=[CH:2]1 |f:1.2,4.5.6|. Reported procedure: In 4.0 mL of ethyl acetate was dissolved 0.39 g of 1-{3-[2-(1-benzothiophen-5-yl)ethoxy]propyl}-N,N-dimethyl-3-pyrrolidinamine, and to the solution was added 0.80 mL of a 3.25 mol/L dried hydrogen chloride-ethyl acetate solution. The resulting mixture was stirred at room temperature for 1 hour and then at 5° C. for 1 hour. The crystals precipitated were collected by filtration, washed with ethyl acetate and then dried to obtain 0.32 g of 1-{3-[2-(1-benzothiophen-5-yl)ethoxy]propyl}-N,N-dimethyl-... The product is CC1CCC(NC(=O)OC(C)(C)C)C(O)CN1. Reaction SMILES: [CH2:1]([O:2][C:3](=[O:4])[N:11]1[CH:12]([CH3:27])[CH2:13][CH2:14][CH:15]([NH:19][C:20](=[O:21])[O:22][C:23]([CH3:24])([CH3:25])[CH3:26])[CH:16]([OH:18])[CH2:17]1)[c:5]1[cH:6][cH:7][cH:8][cH:9][cH:10]1.[CH3:28][CH2:29][O:30][C:31]([CH3:32])=[O:33]>>[NH:11]1[CH:12]([CH3:27])[CH2:13][CH2:14][CH:15]([NH:19][C:20](=[O:21])[O:22][C:23]([CH3:24])([CH3:25])[CH3:26])[CH:16]([OH:18])[CH2:17]1. Starting materials: CC1CCC(NC(=O)OC(C)(C)C)C(O)CN1C(=O)OCc1ccccc1, CCOC(C)=O.